Dataset: the Open Reaction Database (ORD), a public repository of structured organic reaction records. Task: describe an organic reaction: reactants, conditions, products, and yield Starting materials: Fc1ccc(-c2cn3c(n2)CCCC3)c(F)c1, O=C1CCC(=O)N1I, CN(C)C=O. The product is Fc1ccc(-c2nc3n(c2I)CCCC3)c(F)c1. Reaction SMILES: [F:1][c:2]1[c:3](-[c:9]2[n:10][c:11]3[n:12]([cH:17]2)[CH2:13][CH2:14][CH2:15][CH2:16]3)[cH:4][cH:5][c:6]([F:8])[cH:7]1.[O:18]=[C:19]1[N:20]([I:25])[C:21](=[O:22])[CH2:23][CH2:24]1.[O:26]=[CH:27][N:28]([CH3:29])[CH3:30]>>[F:1][c:2]1[c:3](-[c:9]2[n:10][c:11]3[n:12]([c:17]2[I:25])[CH2:13][CH2:14][CH2:15][CH2:16]3)[cH:4][cH:5][c:6]([F:8])[cH:7]1. The reactants are COCOc1ccc(C2(CC=CCCCCCCC(=O)CCCC(F)(F)C(F)(F)F)c3ccc(OCOC)cc3OCC2C)cc1, CCOC(C)=O, [H][H], C1CCOC1. Yields the product COCOc1ccc(C2(CCCCCCCCCC(=O)CCCC(F)(F)C(F)(F)F)c3ccc(OCOC)cc3OCC2C)cc1. Reaction SMILES: [CH3:1][O:2][CH2:3][O:4][c:5]1[cH:6][cH:7][c:8]2[c:13]([cH:14]1)[O:12][CH2:11][CH:10]([CH3:15])[C:9]2([c:16]1[cH:17][cH:18][c:19]([O:22][CH2:23][O:24][CH3:25])[cH:20][cH:21]1)[CH2:26][CH:27]=[CH:28][CH2:29][CH2:30][CH2:31][CH2:32][CH2:33][CH2:34][C:35]([CH2:36][CH2:37][CH2:38][C:39]([C:40]([F:41])([F:42])[F:43])([F:44])[F:45])=[O:46].[CH3:49][CH2:50][O:51][C:52](=[O:53])[CH3:54].[H:47][H:48].[O:55]1[CH2:56][CH2:57][CH2:58][CH2:59]1>>[CH3:1][O:2][CH2:3][O:4][c:5]1[cH:6][cH:7][c:8]2[c:13]([cH:14]1)[O:12][CH2:11][CH:10]([CH3:15])[C:9]2([c:16]1[cH:17][cH:18][c:19]([O:22][CH2:23][O:24][CH3:25])[cH:20][cH:21]1)[CH2:26][CH2:27][CH2:28][CH2:29][CH2:30][CH2:31][CH2:32][CH2:33][CH2:34][C:35]([CH2:36][CH2:37][CH2:38][C:39]([C:40]([F:41])([F:42])[F:43])([F:44])[F:45])=[O:46]. Reactants: COC(=O)C1CC(C1)O (3-hydroxy-cyclobutanecarboxylic acid methyl ester), [H-].[Na+] (NaH), C(C1=CC=CC=C1)Br (benzyl bromide). The solvent is CN(C)C=O (DMF). Reaction conditions: temperature 0 celsius, time 15 minute. Yields the product COC(=O)[C@@H]1C[C@H](C1)OCC1=CC=CC=C1 (trans-3-benzyloxy-cyclobutanecarboxylic acid methyl ester). Isolated yield 15.4%. RXN SMILES: [CH3:1][O:2][C:3]([CH:5]1[CH2:8][CH:7]([OH:9])[CH2:6]1)=[O:4].[H-].[Na+].[CH2:12](Br)[C:13]1[CH:18]=[CH:17][CH:16]=[CH:15][CH:14]=1>CN(C=O)C>[CH3:1][O:2][C:3]([C@H:5]1[CH2:8][C@H:7]([O:9][CH2:12][C:13]2[CH:18]=[CH:17][CH:16]=[CH:15][CH:14]=2)[CH2:6]1)=[O:4] |f:1.2|. Procedure details: To a solution of cis-trans mixture of 3-hydroxy-cyclobutanecarboxylic acid methyl ester (1.30 g, 10 mmol) in DMF 13 mL, NaH (50% in oil, 720 mg, 15 mmol) is added at 0° C. After stirring at 0° C. for 15 minutes, benzyl bromide (1.43 ml, 12 mmol) is added at 0° C. The mixture is stirred at room temperature for 2 hours and quenched with H2O. The solution is extracted with AcOEt. The organic layer is washed with H2O and brine, dried over MgSO4 and concentrated under reduced pressure. The residue is... Starting materials: N(=C=S)CC1CC(=NO1)C1=CC=C(C=C1)Cl (5-isothiocyanatomethyl-3-(4-chlorophenyl)-2-isoxazoline), CN (methylamine). Solvent: C(C)O (ethanol). Run at time 1 hour. Product: ClC1=CC=C(C=C1)C1=NOC(C1)CNC(=S)NC (1-[[3-(4-chlorophenyl)-2-isoxazolin-5-yl]methyl]-3-methylthiourea). RXN SMILES: [N:1]([CH2:4][CH:5]1[O:9][N:8]=[C:7]([C:10]2[CH:15]=[CH:14][C:13]([Cl:16])=[CH:12][CH:11]=2)[CH2:6]1)=[C:2]=[S:3].[CH3:17][NH2:18]>C(O)C>[Cl:16][C:13]1[CH:12]=[CH:11][C:10]([C:7]2[CH2:6][CH:5]([CH2:4][NH:1][C:2]([NH:18][CH3:17])=[S:3])[O:9][N:8]=2)=[CH:15][CH:14]=1. Procedure: To 3 g. of the product of Example 1 was added 5 ml. of 40 percent methylamine in aqueous ethanol. The mixture was stirred for 1 hour, and was then allowed to stand overnight. The product separated as a precipitate, which was collected and recrystallized from methanol-water, and recrystallized a second time from chloroform to produce 0.8 g. of product, m.p. 131°-133° C. The reactants are CO, Cl, CC(=O)Nc1c(Cl)cc(OCC(O)CNCCc2ccc(NS(=O)(=O)c3ccc4ccccc4c3)cc2)cc1Cl. Yields the product Nc1c(Cl)cc(OCC(O)CNCCc2ccc(NS(=O)(=O)c3ccc4ccccc4c3)cc2)cc1Cl. RXN SMILES: [CH3:41][OH:42].[ClH:43].[OH:1][CH:2]([CH2:3][NH:4][CH2:5][CH2:6][c:7]1[cH:8][cH:9][c:10]([NH:13][S:14](=[O:15])(=[O:16])[c:17]2[cH:18][c:19]3[cH:20][cH:21][cH:22][cH:23][c:24]3[cH:25][cH:26]2)[cH:11][cH:12]1)[CH2:27][O:28][c:29]1[cH:30][c:31]([Cl:40])[c:32]([NH:36][C:37](=[O:38])[CH3:39])[c:33]([Cl:35])[cH:34]1>>[OH:1][CH:2]([CH2:3][NH:4][CH2:5][CH2:6][c:7]1[cH:8][cH:9][c:10]([NH:13][S:14](=[O:15])(=[O:16])[c:17]2[cH:18][c:19]3[cH:20][cH:21][cH:22][cH:23][c:24]3[cH:25][cH:26]2)[cH:11][cH:12]1)[CH2:27][O:28][c:29]1[cH:30][c:31]([Cl:40])[c:32]([NH2:36])[c:33]([Cl:35])[cH:34]1. The reactants are [Na] (sodium), C(\C=C\C(=O)O)(=O)O (fumaric acid), FC1=CC2=C(C(=NO2)C2CCN(CC2)CC(=O)N2CC3=CC=CC=C3C2)C=C1 (2-[4-(6-fluoro-1,2-benzisoxazol-3-yl)-1-piperidinyl]-1-(2,3-dihydro-1H-isoindol-2-yl)ethanone). The solvent is C(C)O (ethanol), C(C)O (ethanol). The product is C(\C=C\C(=O)O)(=O)O.FC1=CC2=C(C(=NO2)C2CCN(CC2)CC(=O)N2CC3=CC=CC=C3C2)C=C1 (2-[4-(6-Fluoro-1,2-benzisoxazol-3-yl)-1-piperidinyl]-1-(2,3-dihydro-1H-isoindol-2-yl)ethanone fumarate). Reaction SMILES: [F:1][C:2]1[CH:28]=[CH:27][C:5]2[C:6]([CH:9]3[CH2:14][CH2:13][N:12]([CH2:15][C:16]([N:18]4[CH2:26][C:25]5[C:20](=[CH:21][CH:22]=[CH:23][CH:24]=5)[CH2:19]4)=[O:17])[CH2:11][CH2:10]3)=[N:7][O:8][C:4]=2[CH:3]=1.[Na].[C:30]([OH:37])(=[O:36])/[CH:31]=[CH:32]/[C:33]([OH:35])=[O:34]>C(O)C>[C:30]([OH:37])(=[O:36])/[CH:31]=[CH:32]/[C:33]([OH:35])=[O:34].[F:1][C:2]1[CH:28]=[CH:27][C:5]2[C:6]([CH:9]3[CH2:14][CH2:13][N:12]([CH2:15][C:16]([N:18]4[CH2:19][C:20]5[C:25](=[CH:24][CH:23]=[CH:22][CH:21]=5)[CH2:26]4)=[O:17])[CH2:11][CH2:10]3)=[N:7][O:8][C:4]=2[CH:3]=1 |f:4.5,^1:28|. Procedure details: Free base (1 g, Example 243B) of 2-[4-(6-fluoro-1,2-benzisoxazol-3-yl)-1-piperidinyl]-1-(2,3-dihydro-1H-isoindol-2-yl)ethanone dissolved in hot ethanol (~10 ml) was treated with a sodium of fumaric acid (306 mg) in hot ethanol. The mixture was cooled and the product collected, 1.2 gm, m.p. 223-225° C. Starting materials: IC (iodomethane), C(=O)([O-])[O-].[K+].[K+] (K2CO3), BrC1=CC2=C(N(C(=N2)C2=C(C=CC=C2)C=2N=NNN2)C(C)(C)C)C=C1 (5-bromo-1-tert-butyl-2-[2-(2H-tetrazol-5-yl)-phenyl]-1H-benzimidazole). Run in CCOC(=O)C (EtOAc), CN(C)C=O (DMF). Conditions: time 0.5 hour. The product is BrC1=CC2=C(N(C(=N2)C2=C(C=CC=C2)C=2N=NN(N2)C)C(C)(C)C)C=C1 (5-bromo-1-tert-butyl-2-[2-(2-methyl-2H-tetrazol-5-yl)-phenyl]-1H-benzimidazole). Yield: 37.7%. As a reaction SMILES: [Br:1][C:2]1[CH:25]=[CH:24][C:5]2[N:6]([C:20]([CH3:23])([CH3:22])[CH3:21])[C:7]([C:9]3[CH:14]=[CH:13][CH:12]=[CH:11][C:10]=3[C:15]3[N:16]=[N:17][NH:18][N:19]=3)=[N:8][C:4]=2[CH:3]=1.IC.[C:28]([O-])([O-])=O.[K+].[K+]>CN(C=O)C.CCOC(C)=O>[Br:1][C:2]1[CH:25]=[CH:24][C:5]2[N:6]([C:20]([CH3:22])([CH3:21])[CH3:23])[C:7]([C:9]3[CH:14]=[CH:13][CH:12]=[CH:11][C:10]=3[C:15]3[N:16]=[N:17][N:18]([CH3:28])[N:19]=3)=[N:8][C:4]=2[CH:3]=1 |f:2.3.4|. Procedure details: To a vial is added 5-bromo-1-tert-butyl-2-[2-(2H-tetrazol-5-yl)-phenyl]-1H-benzimidazole (158 mg, 0.4 mmol) in DMF (5 mL), followed by the addition of iodomethane (114 mg, 0.8 mmol) and K2CO3 (110 mg, 0.8 mmol). The reaction mixture is stirred at room temperature for 0.5 hour. The reaction mixture is diluted with EtOAc, washed with water then, brine, dried with Na2SO4, filtered and concentrated. The residue is loaded to a silica gel column. The column is eluted with 0-3% MeOH/CH2Cl2. The product...